This data is from the Open Reaction Database (ORD), a public repository of structured organic reaction records. The task is: describe an organic reaction: reactants, conditions, products, and yield Starting materials: ClC1=CC=C2C(=CNC2=C1)C(=O)N1CCC(CC1)C1=C(C=CC=C1OC)OC ((6-chloro-1H-indol-3-yl)-[4-(2,6-dimethoxy-phenyl)-piperidin-1-yl]-methanone), BrCC(=O)O (bromo-acetic acid). Product: ClC1=CC=C2C(=CN(C2=C1)CC(=O)O)C(=O)N1CCC(CC1)C1=C(C=CC=C1OC)OC ({6-Chloro-3-[4-(2,6-dimethoxy-phenyl)-piperidine-1-carbonyl]-indol-1-yl}-acetic acid). RXN SMILES: [Cl:1][C:2]1[CH:10]=[C:9]2[C:5]([C:6]([C:11]([N:13]3[CH2:18][CH2:17][CH:16]([C:19]4[C:24]([O:25][CH3:26])=[CH:23][CH:22]=[CH:21][C:20]=4[O:27][CH3:28])[CH2:15][CH2:14]3)=[O:12])=[CH:7][NH:8]2)=[CH:4][CH:3]=1.Br[CH2:30][C:31]([OH:33])=[O:32]>>[Cl:1][C:2]1[CH:10]=[C:9]2[C:5]([C:6]([C:11]([N:13]3[CH2:14][CH2:15][CH:16]([C:19]4[C:24]([O:25][CH3:26])=[CH:23][CH:22]=[CH:21][C:20]=4[O:27][CH3:28])[CH2:17][CH2:18]3)=[O:12])=[CH:7][N:8]2[CH2:30][C:31]([OH:33])=[O:32])=[CH:4][CH:3]=1. Procedure details: Following general procedure II, the alkylation of (6-chloro-1H-indol-3-yl)-[4-(2,6-dimethoxy-phenyl)-piperidin-1-yl]-methanone (preparation described herein), with (commercially available) bromo-acetic acid gave the title compound.